From a dataset of the Open Reaction Database (ORD), a public repository of structured organic reaction records. describe an organic reaction: reactants, conditions, products, and yield Reactants: C(=O)C1=CC=C(C(=O)OC)C=C1 (methyl 4-formylbenzoate), C(C)C1=C(C(=C(C=C1)C(F)P([O-])([O-])=O)CC)Br (diethyl(3-bromophenyl)fluoromethylphosphonate), [Li+].CC(C)[N-]C(C)C (LDA), O (H2O). Solvent: C1CCOC1 (THF), C1CCOC1 (THF), C1CCOC1 (THF). Conditions: time 30 minute. Product: BrC=1C=C(C=CC1)/C(=C/C1=CC=C(C(=O)OC)C=C1)/F ((Z)-methyl 4-(2-(3-bromophenyl)-2-fluorovinyl)benzoate). Yield: 33.5%. Reaction SMILES: C([C:3]1[CH:8]=[CH:7][C:6]([CH:9](P(=O)([O-])[O-])[F:10])=[C:5](CC)[C:4]=1[Br:17])C.[Li+].CC([N-]C(C)C)C.[CH:26]([C:28]1[CH:37]=[CH:36][C:31]([C:32]([O:34][CH3:35])=[O:33])=[CH:30][CH:29]=1)=O.O>C1COCC1>[Br:17][C:4]1[CH:5]=[C:6](/[C:9](/[F:10])=[CH:26]/[C:28]2[CH:37]=[CH:36][C:31]([C:32]([O:34][CH3:35])=[O:33])=[CH:30][CH:29]=2)[CH:7]=[CH:8][CH:3]=1 |f:1.2|. Reported procedure: A solution of diethyl(3-bromophenyl)fluoromethylphosphonate (2.1 g, 6.5 mmol) in 50 mL of THF was added dropwise via syringe to a solution of LDA (5 mL, 10 mmol) in THF at −78° C. under N2 atmosphere. After 30 min at this temperature methyl 4-formylbenzoate (1.1 g, 6.5 mmol) in 50 mL of THF was added dropwise via syringe and then stirred at this temperature for 30 min and then allow warm to room temperature over 4 hours, and stirred overnight. The mixture was poured into H2O (300 mL) and then ex... The reactants are FC1=CC=C(C=C1)NC1=NC2=C(C=C(C=C2C(=N1)O)[N+](=O)[O-])C(=O)O (2-(4-fluorophenyl)amino-4-hydroxy-6-nitroquinazoline-8-carboxylic acid), Cl.CN(CCCN=C=NCC)C (1-[3-(dimethylamino)propyl]-3-ethylcarbodiimide hydrochloride), O.ON1N=NC2=C1C=CC=C2 (1-hydroxybenzotriazole hydrate), C([O-])([O-])=O.[K+].[K+] (potasium cabonate), NCCC=1C=NC=CC1 (3-(2-aminoethyl)pyridine). Run in CN(C)C=O (DMF), O (water). Conditions: time 5 minute. Product: FC1=CC=C(C=C1)NC1=NC2=C(C=C(C=C2C(=N1)O)[N+](=O)[O-])C(=O)NCCC=1C=NC=CC1 ((2-(4-Fluorophenyl)amino-4-hydroxy-6-nitroquinazolin-8-yl)-N-(2-(pyridin-3-yl)ethyl)carboxamide). The yield is 65.4%. Reaction SMILES: [F:1][C:2]1[CH:7]=[CH:6][C:5]([NH:8][C:9]2[N:18]=[C:17]([OH:19])[C:16]3[C:11](=[C:12]([C:23](O)=[O:24])[CH:13]=[C:14]([N+:20]([O-:22])=[O:21])[CH:15]=3)[N:10]=2)=[CH:4][CH:3]=1.Cl.CN(C)CCCN=C=NCC.O.ON1C2C=CC=CC=2N=N1.C(=O)([O-])[O-].[K+].[K+].[NH2:55][CH2:56][CH2:57][C:58]1[CH:59]=[N:60][CH:61]=[CH:62][CH:63]=1>CN(C=O)C.O>[F:1][C:2]1[CH:7]=[CH:6][C:5]([NH:8][C:9]2[N:18]=[C:17]([OH:19])[C:16]3[C:11](=[C:12]([C:23]([NH:55][CH2:56][CH2:57][C:58]4[CH:59]=[N:60][CH:61]=[CH:62][CH:63]=4)=[O:24])[CH:13]=[C:14]([N+:20]([O-:22])=[O:21])[CH:15]=3)[N:10]=2)=[CH:4][CH:3]=1 |f:1.2,3.4,5.6.7|. Reported procedure: A suspension of 2-(4-fluorophenyl)amino-4-hydroxy-6-nitroquinazoline-8-carboxylic acid (41.1 mg), 1-[3-(dimethylamino)propyl]-3-ethylcarbodiimide hydrochloride (23.3 mg), 1-hydroxybenzotriazole hydrate (15.6 mg), and potasium cabonate (16.3 mg) in DMF (2.00 mL) was stirred for 5 minutes and then briefly (15 seconds) heated with a heat gun. The solution was allowed to return to room temperature over 10 minutes of stirring and then 3-(2-aminoethyl)pyridine (17.0 mg) was added. After stirring for a... Reactants: [Br-], CC(C)(C)[Mg+], C1CCOC1, Cl, CCCCCCCCCCCC(CC=O)OC1CCCCO1, Cc1ccc(S(=O)CC(=O)OC(C)(C)C)cc1. Yields the product CCCCCCCCCCCC(CC(O)C(C(=O)OC(C)(C)C)S(=O)c1ccc(C)cc1)OC1CCCCO1. Reaction SMILES: [Br-:18].[C:19]([Mg+:20])([CH3:21])([CH3:22])[CH3:23].[CH2:47]1[O:48][CH2:49][CH2:50][CH2:51]1.[ClH:46].[O:24]1[CH:25]([O:30][CH:31]([CH2:32][CH:33]=[O:34])[CH2:35][CH2:36][CH2:37][CH2:38][CH2:39][CH2:40][CH2:41][CH2:42][CH2:43][CH2:44][CH3:45])[CH2:26][CH2:27][CH2:28][CH2:29]1.[c:1]1([CH3:17])[cH:2][cH:3][c:4]([S:7](=[O:8])[CH2:9][C:10](=[O:11])[O:12][C:13]([CH3:14])([CH3:15])[CH3:16])[cH:5][cH:6]1>>[c:1]1([CH3:17])[cH:2][cH:3][c:4]([S:7](=[O:8])[CH:9]([C:10](=[O:11])[O:12][C:13]([CH3:14])([CH3:15])[CH3:16])[CH:33]([CH2:32][CH:31]([O:30][CH:25]2[O:24][CH2:29][CH2:28][CH2:27][CH2:26]2)[CH2:35][CH2:36][CH2:37][CH2:38][CH2:39][CH2:40][CH2:41][CH2:42][CH2:43][CH2:44][CH3:45])[OH:34])[cH:5][cH:6]1.